From a dataset of the Open Reaction Database (ORD), a public repository of structured organic reaction records. describe an organic reaction: reactants, conditions, products, and yield Starting materials: [Br-].COC(C=1C=C(C[P+](C2=CC=CC=C2)(C2=CC=CC=C2)C2=CC=CC=C2)C=CC1)OC (3-(dimethoxymethyl)benzyltriphenylphosphonium bromide), C1(=CC=CC=C1)P(C1=CC=CC=C1)C1=CC=CC=C1 (triphenylphosphine), C1(=CC=C(C=C1)S(=O)(=O)O)C (p-toluenesulfonic acid), C[O-].[Na+] (sodium methoxide), OCC=1C=C(C=O)C=CC1 (3-hydroxymethylbenzaldehyde), P(Br)(Br)Br (phosphorus tribromide), N1(C=CC=C1)C=1C=C(C=O)C=CC1 (3-(1-pyrrolyl)benzaldehyde). The solvent is CO (methanol), CO (methanol). Conditions: time 3 hour. Product: COC(C1=CC(=CC=C1)C=CC1=CC(=CC=C1)N1C=CC=C1)OC (3-[2-[3-(1-pyrrolyl)phenyl]ethenyl]benzaldehyde dimethyl acetal). Isolated yield 42.0%. RXN SMILES: [Br-].[CH3:2][O:3][CH:4]([O:31][CH3:32])[C:5]1[CH:6]=[C:7]([CH:28]=[CH:29][CH:30]=1)[CH2:8][P+](C1C=CC=CC=1)(C1C=CC=CC=1)C1C=CC=CC=1.OCC1C=C(C=CC=1)C=O.P(Br)(Br)Br.C1(C)C=CC(S(O)(=O)=O)=CC=1.C1(P(C2C=CC=CC=2)C2C=CC=CC=2)C=CC=CC=1.[N:77]1([C:82]2[CH:83]=[C:84]([CH:87]=[CH:88][CH:89]=2)[CH:85]=O)[CH:81]=[CH:80][CH:79]=[CH:78]1.C[O-].[Na+]>CO>[CH3:32][O:31][CH:4]([O:3][CH3:2])[C:5]1[CH:30]=[CH:29][CH:28]=[C:7]([CH:8]=[CH:85][C:84]2[CH:87]=[CH:88][CH:89]=[C:82]([N:77]3[CH:81]=[CH:80][CH:79]=[CH:78]3)[CH:83]=2)[CH:6]=1 |f:0.1,7.8|. Procedure: 560 mg of 3-(dimethoxymethyl)benzyltriphenylphosphonium bromide synthesized by brominating 3-hydroxymethylbenzaldehyde with phosphorus tribromide, and then acetalizing the product in anhydrous methanol in the presence of p-toluenesulfonic acid, followed by reacting it with triphenylphosphine] and 180 mg of 3-(1-pyrrolyl)benzaldehyde [synthesized by oxidizing 3-(1-pyrrolyl)benzyl alcohol with pyridinium chlorochromate in chloroform]were dissolved in 20 ml of methanol. 110 mg of sodium methoxide w... Starting materials: C(CC)NC=1C=2C(N=C(N1)C)=C(N(N2)C)C2=C(C=C(C=C2C)C)C (N-Propyl-2,5-dimethyl-3-(2,4,6-trimethylphenyl)-2H-pyrazolo[4,3-d]pyrimidin-7-amine), [OH-].[K+] (KOH), BrCCC (1-bromopropane). Run in CS(=O)C (DMSO). Reaction conditions: temperature 60 celsius. The product is C(CC)N(C=1C=2C(N=C(N1)C)=C(N(N2)C)C2=C(C=C(C=C2C)C)C)CCC (N,N-Dipropyl-2,5-dimethyl-3-(2,4,6-trimethylphenyl)-2H-pyrazolo[4,3-d]pyrimidin-7-amine). RXN SMILES: [CH2:1]([NH:4][C:5]1[C:6]2[C:7](=[C:12]([C:16]3[C:21]([CH3:22])=[CH:20][C:19]([CH3:23])=[CH:18][C:17]=3[CH3:24])[N:13]([CH3:15])[N:14]=2)[N:8]=[C:9]([CH3:11])[N:10]=1)[CH2:2][CH3:3].[OH-].[K+].Br[CH2:28][CH2:29][CH3:30]>CS(C)=O>[CH2:1]([N:4]([CH2:28][CH2:29][CH3:30])[C:5]1[C:6]2[C:7](=[C:12]([C:16]3[C:21]([CH3:22])=[CH:20][C:19]([CH3:23])=[CH:18][C:17]=3[CH3:24])[N:13]([CH3:15])[N:14]=2)[N:8]=[C:9]([CH3:11])[N:10]=1)[CH2:2][CH3:3] |f:1.2|. Reported procedure: A mixture of the product of step F (400 mg, 1.2 mmol), powder KOH (1.0 g) and 1-bromopropane (1 mL) in 2 mL of DMSO was heated at 60° C. for 8 hours. The excess bromopropane was then evaporated. The mixture was partitioned between water and ether. The aqueous layer was separated and extracted with ether. The combined ether extracts were washed with water and brine, dried over Na2SO4 and concentrated to an oil. The oil was purified through silica gel column chromatography to give 260 mg of the ti... Reactants: CCN=C=NCCCN(C)C, CCCS(=O)(=O)Nc1ccc(Cl)c(C(=O)O)c1F, Nc1cnc2[nH]c(C(F)(F)F)cc2c1, CN(C)C=O, On1nnc2ccccc21. Product: CCCS(=O)(=O)Nc1ccc(Cl)c(C(=O)Nc2cnc3[nH]c(C(F)(F)F)cc3c2)c1F. Reaction SMILES: [CH3:33][CH2:34][N:35]=[C:36]=[N:37][CH2:38][CH2:39][CH2:40][N:41]([CH3:42])[CH3:43].[Cl:15][c:16]1[cH:17][cH:18][c:19]([NH:26][S:27](=[O:28])(=[O:29])[CH2:30][CH2:31][CH3:32])[c:20]([F:25])[c:21]1[C:22](=[O:23])[OH:24].[F:1][C:2]([c:3]1[cH:4][c:5]2[c:6]([n:7][cH:8][c:9]([NH2:11])[cH:10]2)[nH:12]1)([F:13])[F:14].[O:54]=[CH:55][N:56]([CH3:57])[CH3:58].[OH:44][n:45]1[c:46]2[c:47]([cH:48][cH:49][cH:50][cH:51]2)[n:52][n:53]1>>[F:1][C:2]([c:3]1[cH:4][c:5]2[c:6]([n:7][cH:8][c:9]([NH:11][C:22]([c:21]3[c:16]([Cl:15])[cH:17][cH:18][c:19]([NH:26][S:27](=[O:28])(=[O:29])[CH2:30][CH2:31][CH3:32])[c:20]3[F:25])=[O:23])[cH:10]2)[nH:12]1)([F:13])[F:14]. Reactants: C(C)C1=CC=C(C=C1)N1C(C2(CC1)CCNCC2)=O (2-(4-Ethyl-phenyl)-2,8-diaza-spiro[4.5]decan-1-one), O=C(OC(Cl)(Cl)Cl)Cl (diphosgene), N1CCCCC1 (piperidine). Product: C(C)C1=CC=C(C=C1)N1C(C2(CC1)CCN(CC2)C(=O)N2CCCCC2)=O (2-(4-Ethyl-phenyl)-8-(piperidine-1-carbonyl)-2,8-diaza-spiro[4.5]decan-1-one). Reaction SMILES: [CH2:1]([C:3]1[CH:8]=[CH:7][C:6]([N:9]2[CH2:13][CH2:12][C:11]3([CH2:18][CH2:17][NH:16][CH2:15][CH2:14]3)[C:10]2=[O:19])=[CH:5][CH:4]=1)[CH3:2].O=C(Cl)[O:22][C:23](Cl)(Cl)Cl.[NH:28]1[CH2:33][CH2:32][CH2:31][CH2:30][CH2:29]1>>[CH2:1]([C:3]1[CH:4]=[CH:5][C:6]([N:9]2[CH2:13][CH2:12][C:11]3([CH2:18][CH2:17][N:16]([C:23]([N:28]4[CH2:33][CH2:32][CH2:31][CH2:30][CH2:29]4)=[O:22])[CH2:15][CH2:14]3)[C:10]2=[O:19])=[CH:7][CH:8]=1)[CH3:2]. Procedure: This material was prepared in analogy to example 251 step B) from 2-(4-Ethyl-phenyl)-2,8-diaza-spiro[4.5]decan-1-one, diphosgene and piperidine. MS (ESI): 370.3 (MH+). Reactants: C1([C@H]2[C@@H](C(=O)O1)CC=CC2)=O (cis-1,2,3,6-tetrahydrophtalic acid anhydride), [H-] (hydride), S(O)(O)(=O)=O (sulphuric acid), [H-].[Al+3].[Li+].[H-].[H-].[H-] (lithium aluminum hydride). The solvent is O (water), C1CCOC1 (THF), C(C)OCC (diethylether), C1CCOC1 (THF). Yields the product OCC1CC=CCC1CO (4,5-di(hydroxymethyl)cyclohexene). Reaction SMILES: [C:1]1(=O)[O:6][C:4](=[O:5])[C@H:3]2[CH2:7][CH:8]=[CH:9][CH2:10][C@@H:2]12.[H-].[Al+3].[Li+].[H-].[H-].[H-].[H-].S(=O)(=O)(O)O>C(OCC)C.O.C1COCC1>[OH:5][CH2:4][CH:3]1[CH:2]([CH2:1][OH:6])[CH2:10][CH:9]=[CH:8][CH2:7]1 |f:1.2.3.4.5.6|. Procedure: 30 g cis-1,2,3,6-tetrahydrophtalic acid anhydride in 150 ml abs. THF are added through a separating funnel to a solution of 45 g lithium aluminum hydride in 900 ml abs. THF and heated for 48 hours under reflux. Then the mixture is first cooled to room temperature and then in an ice-brine bath to about 15° C. and the unused portion of the hydride is carefully broken down with water. Through the addition of diluted sulphuric acid the salts are dissolved and through the addition of diethylether the... Reactants: C(#N)C1=C(C(=C(C2=C1N=C(O2)C(=O)OCC)F)C2=CC=CC=C2)C (ethyl 4-cyano-7-fluoro-5-methyl-6-phenyl-1,3-benzoxazole-2-carboxylate), Cl (hydrochloric acid), C[Al](C)C (trimethylaluminium), Cl.C(C)(C)(C)OC(CNC)=O (N-methylglycine tert-butyl ester hydrochloride). Solvent: ClCCl (dichloromethane), ClCCl (dichloromethane). Reaction conditions: time 25 hour. Yields the product C(#N)C1=C(C(=C(C2=C1N=C(O2)C(=O)CNCC(=O)OC(C)(C)C)F)C2=CC=CC=C2)C (tert-Butyl [(4-cyano-7-fluoro-5-methyl-6-phenyl-1,3-benzoxazole-2-carbonyl)methylamino]acetate). The yield is 87.3%. Reaction SMILES: C[Al](C)C.Cl.[C:6]([O:10][C:11](=[O:15])[CH2:12][NH:13][CH3:14])([CH3:9])([CH3:8])[CH3:7].[C:16]([C:18]1[C:23]2[N:24]=[C:25]([C:27](OCC)=[O:28])[O:26][C:22]=2[C:21]([F:32])=[C:20]([C:33]2[CH:38]=[CH:37][CH:36]=[CH:35][CH:34]=2)[C:19]=1[CH3:39])#[N:17].Cl>ClCCl>[C:16]([C:18]1[C:23]2[N:24]=[C:25]([C:27]([CH2:14][NH:13][CH2:12][C:11]([O:10][C:6]([CH3:9])([CH3:8])[CH3:7])=[O:15])=[O:28])[O:26][C:22]=2[C:21]([F:32])=[C:20]([C:33]2[CH:38]=[CH:37][CH:36]=[CH:35][CH:34]=2)[C:19]=1[CH3:39])#[N:17] |f:1.2|. Procedure: Under nitrogen atmosphere, trimethylaluminium (1.03 M n-hexane solution, 4.50 ml, 4.63 mmol) was dropwise added at room temperature to a dichloromethane (6 ml) solution of N-methylglycine tert-butyl ester hydrochloride (840 mg, 4.63 mmol), followed by stirring for 25 hours. Subsequently, a dichloromethane (4 ml) solution of ethyl 4-cyano-7-fluoro-5-methyl-6-phenyl-1,3-benzoxazole-2-carboxylate (I-111) (500 mg, 1.54 mmol) was dropwise added, followed by stirring for 23 hours. After the reaction, ... Reactants: C(C)OC(C#CC(C)=O)OCC (5,5-diethoxy-pent-3yne-2-one), CO (Methanol), C(=O)([O-])[O-].[Cs+].[Cs+].[O-]S(=O)(=O)[O-].[Mg+2] (Cs2CO3 MgSO4), C(CS)(=O)OC (Methyl thioglycolate). The solvent is C1CCOC1 (THF). Conditions: temperature 0 celsius, time 2 hour. Yields the product COC(=O)C=1SC(=CC1C)C(OCC)OCC (5-diethoxymethyl-3-methyl-thiophene-2-carboxylic acid methyl ester). Isolated yield 82.9%. RXN SMILES: [CH2:1]([O:3][CH:4]([O:10][CH2:11][CH3:12])[C:5]#[C:6][C:7](=O)[CH3:8])[CH3:2].[C:13]([O:17][CH3:18])(=[O:16])[CH2:14][SH:15].CO.C([O-])([O-])=O.[Cs+].[Cs+].[O-]S([O-])(=O)=O.[Mg+2]>C1COCC1>[CH3:18][O:17][C:13]([C:14]1[S:15][C:5]([CH:4]([O:10][CH2:11][CH3:12])[O:3][CH2:1][CH3:2])=[CH:6][C:7]=1[CH3:8])=[O:16] |f:3.4.5.6.7|. Reported procedure: A solution of 5,5-diethoxy-pent-3yne-2-one (3.51 g, 20.6 mmol) in THF (30 ml) was cooled to 0° C. (ice bath). Methyl thioglycolate (1.84 ml, 20.6 mmol) was added in one portion and the mixture was stirred at 0° C. for 2 h. Methanol (10 ml) and Cs2CO3/MgSO4 (7 g/14 g, pre-dried at 200° C. in vacuum) were added at 0° C. The mixture was stirred at 0° C. for 15 min and then at rt for 2.5 h. The reaction mixture was quenched by pouting into ice and 1M NaH2PO4 (100 ml), then extracted with EtOAc. The ... The reactants are OC=1N(N(C(C1C)=O)C)C (3-hydroxy-1,2,4-trimethylpyrazol-5-one), CC(C(=O)OCC)C(=O)OCC (diethyl methylmalonate), CNNC (N,N'-dimethylhydrazine), ClC=1N(N(C(C1C)=O)C)C (3-chloro-1,2,4-trimethylpyrazol-5-one), P(=O)(Cl)(Cl)Cl (phosphorus oxychloride), ClC=1N(N(C(C1C)=O)C)C (3-chloro-1,2,4-trimethylpyrazol-5-one). Product: NCCNC=1N(N(C(C1C)=O)C)C (3-(2-Aminoethylamino)-1,2,4-trimethylpyrazol-5-one). As a reaction SMILES: Cl[C:2]1[N:3]([CH3:10])[N:4]([CH3:9])[C:5](=[O:8])[C:6]=1[CH3:7].OC1N(C)[N:14](C)[C:15](=O)[C:16]=1C.CC(C(OCC)=O)C(OCC)=O.C[NH:34]NC.P(Cl)(Cl)(Cl)=O>>[NH2:34][CH2:16][CH2:15][NH:14][C:2]1[N:3]([CH3:10])[N:4]([CH3:9])[C:5](=[O:8])[C:6]=1[CH3:7]. Reported procedure: The 3-chloro-1,2,4-trimethylpyrazol-5-one used as starting material can be obtained in the following manner: 28.6 g. 3-hydroxy-1,2,4-trimethylpyrazol-5-one (m.p. 87°-89° C., after recrystallization from ethyl acetate), prepared from diethyl methylmalonate and N,N'-dimethylhydrazine, are boiled under reflux for 3.5 hours with 55 ml. phosphorus oxychloride. The reaction mixture is then evaporated and the residue is stirred with ice and water, rendered alkaline by the addition of 10N aqueous sodium... The reactants are CCO, [Na+], CCOC(=O)C1(CCCn2c(=O)ccc3ccc(OC)cc32)CCN(Cc2ccc3c(c2)OCCO3)CC1, [OH-]. The product is COc1ccc2ccc(=O)n(CCCC3(C(=O)O)CCN(Cc4ccc5c(c4)OCCO5)CC3)c2c1. Reaction SMILES: [CH3:41][CH2:42][OH:43].[Na+:40].[O:1]1[CH2:2][CH2:3][O:4][c:5]2[c:6]1[cH:7][cH:8][c:9]([CH2:11][N:12]1[CH2:13][CH2:14][C:15]([C:18](=[O:19])[O:20][CH2:21][CH3:22])([CH2:23][CH2:24][CH2:25][n:26]3[c:27](=[O:38])[cH:28][cH:29][c:30]4[cH:31][cH:32][c:33]([O:36][CH3:37])[cH:34][c:35]34)[CH2:16][CH2:17]1)[cH:10]2.[OH-:39]>>[O:1]1[CH2:2][CH2:3][O:4][c:5]2[c:6]1[cH:7][cH:8][c:9]([CH2:11][N:12]1[CH2:13][CH2:14][C:15]([C:18](=[O:19])[OH:20])([CH2:23][CH2:24][CH2:25][n:26]3[c:27](=[O:38])[cH:28][cH:29][c:30]4[cH:31][cH:32][c:33]([O:36][CH3:37])[cH:34][c:35]34)[CH2:16][CH2:17]1)[cH:10]2. The reactants are NC1=NC(=C(C(=N1)Cl)CC(OCC)OCC)NCC=1SC=CC1 (2-amino-4-chloro-6-[(2-thienylmethyl) amino]-5-(2,2-diethoxyethyl)pyrimidine), [OH-].[NH4+] (ammonium hydroxide). Solvent: Cl (HCl), C(C)O (ethanol). Run at temperature 25 celsius, time 24 hour. The product is NC=1N=C(C2=C(N1)N(C=C2)CC=2SC=CC2)Cl (2-Amino-4-chloro-7-(2-thienylmethyl)pyrrolo[2,3-d]pyrimidine). The yield is 77.3%. RXN SMILES: [NH2:1][C:2]1[N:7]=[C:6]([Cl:8])[C:5]([CH2:9][CH:10](OCC)OCC)=[C:4]([NH:17][CH2:18][C:19]2[S:20][CH:21]=[CH:22][CH:23]=2)[N:3]=1.[OH-].[NH4+]>Cl.C(O)C>[NH2:1][C:2]1[N:7]=[C:6]([Cl:8])[C:5]2[CH:9]=[CH:10][N:17]([CH2:18][C:19]3[S:20][CH:21]=[CH:22][CH:23]=3)[C:4]=2[N:3]=1 |f:1.2|. Procedure: A suspension of 2-amino-4-chloro-6-[(2-thienylmethyl) amino]-5-(2,2-diethoxyethyl)pyrimidine (1.0 g, 2.80 mmol) in 65 ml of 0.3N HCl and ethanol (2.25:1) was stirred at 25° C. for 24 hours. The reaction mixture was neutralized with ammonium hydroxide solution and the product collected by filtration. TLC analysis showed that the reaction was not complete, so, the product was resuspended in 50 ml of 0.2N HCl and stirred for 48 hours. The reaction mixture was neutralized with NH4OH solution and con...